From a dataset of the Open Reaction Database (ORD), a public repository of structured organic reaction records. describe an organic reaction: reactants, conditions, products, and yield The reactants are FC(F)=C(F)CCBr, CC#N, C1CCC2=NCCCN2CC1, O, O=C(O)c1ccc(Cl)cc1. The product is O=C(OCCC(F)=C(F)F)c1ccc(Cl)cc1. Reaction SMILES: [Br:22][CH2:23][CH2:24][C:25](=[C:26]([F:27])[F:28])[F:29].[CH3:31][C:32]#[N:33].[N:11]12[CH2:12][CH2:13][CH2:14][N:15]=[C:16]1[CH2:17][CH2:18][CH2:19][CH2:20][CH2:21]2.[OH2:30].[OH:1][C:2](=[O:3])[c:4]1[cH:5][cH:6][c:7]([Cl:8])[cH:9][cH:10]1>>[O:1]([C:2](=[O:3])[c:4]1[cH:5][cH:6][c:7]([Cl:8])[cH:9][cH:10]1)[CH2:23][CH2:24][C:25](=[C:26]([F:27])[F:28])[F:29]. Reactants: NC1=C(C(=O)O)C=CC(=C1)OC (2-amino-4-methoxybenzoic acid), [BH4-] (borohydride). Solvent: C1CCOC1 (THF), C1CCOC1 (THF). Reaction conditions: time 8 hour. Yields the product NC1=C(C=CC(=C1)OC)CO ((2-amino-4-methoxyphenyl)methanol). As a reaction SMILES: [NH2:1][C:2]1[CH:10]=[C:9]([O:11][CH3:12])[CH:8]=[CH:7][C:3]=1[C:4](O)=[O:5].[BH4-]>C1COCC1>[NH2:1][C:2]1[CH:10]=[C:9]([O:11][CH3:12])[CH:8]=[CH:7][C:3]=1[CH2:4][OH:5]. Procedure details: To a solution of 2-amino-4-methoxybenzoic acid (15.0 g, 89.8 mmol) in THF (300 mL) was added borohydride in THF (450 mL, 450 mmol) at 0° C., and the reaction mixture was stirred at room temperature overnight. The reaction was quenched with water (150 mL) and extracted with ethyl acetate (500 mL×3). The organic layers were separated, combined, washed with water (200 mL) and brine (200 mL), dried over sodium sulfate, filtered and concentrated to afford the title compound. MS (ES+) C8H11NO2 require... The reactants are ClC1=CC=2N(C3=CC=CC=C3SC2C=C1)CC#C (2-chloro-10-propargylphenothiazine), cuprous chloride, C=O (paraformaldehyde), N1CCCC1 (pyrrolidine). Run in O1CCOCC1 (dioxane). The product is ClC1=CC=2N(C3=CC=CC=C3SC2C=C1)CC#CCN1CCCC1 (2-Chloro-10-[4-(1-pyrrolidinyl)-2-butynyl]phenothiazine). RXN SMILES: [Cl:1][C:2]1[CH:15]=[CH:14][C:13]2[S:12][C:11]3[C:6](=[CH:7][CH:8]=[CH:9][CH:10]=3)[N:5]([CH2:16][C:17]#[CH:18])[C:4]=2[CH:3]=1.[CH2:19]=O.[NH:21]1[CH2:25][CH2:24][CH2:23][CH2:22]1>O1CCOCC1>[Cl:1][C:2]1[CH:15]=[CH:14][C:13]2[S:12][C:11]3[C:6](=[CH:7][CH:8]=[CH:9][CH:10]=3)[N:5]([CH2:16][C:17]#[C:18][CH2:19][N:21]3[CH2:25][CH2:24][CH2:23][CH2:22]3)[C:4]=2[CH:3]=1. Procedure details: Following the procedure given in Example 1B, 2-chloro-10-propargylphenothiazine (21.7 g.; 0.08 mole) was caused to react with 3.8 g of paraformaldehyde and 7.1 g. (0.1 mole) of pyrrolidine in the presence of a trace of cuprous chloride in dioxane. Recrystallized from ether-hexane, the pure 2-chloro-10-[4-(1-pyrrolidinyl)-2-butynyl]-phenothiazine thus obtained melted at 48.0°-50.0° C. The reactants are COc1cccc(F)c1C#N, [Na+], O, c1cn[n-]c1. Yields the product COc1cccc(-n2cccn2)c1C#N. As a reaction SMILES: [CH3:7][O:8][c:9]1[c:10]([C:11]#[N:12])[c:13]([F:17])[cH:14][cH:15][cH:16]1.[Na+:6].[OH2:18].[n-:1]1[n:2][cH:3][cH:4][cH:5]1>>[n:1]1(-[c:13]2[c:10]([C:11]#[N:12])[c:9]([O:8][CH3:7])[cH:16][cH:15][cH:14]2)[n:2][cH:3][cH:4][cH:5]1. The reactants are C1(CCCCCC1)N (cycloheptylamine), ClC1=CC=C2C(=CC(=NC2=C1)N)N1CCNCC1 (7-chloro-4-(1-piperazinyl)-2-quinolinamine), ClC(=O)OC1=CC=C(C=C1)[N+](=O)[O-] (4-nitrophenyl chloroformate), C(C)(C)N(CC)C(C)C (diisopropyl(ethyl)amine). Yields the product NC1=NC2=CC(=CC=C2C(=C1)N1CCN(CC1)C(=O)NC1CCCCCC1)Cl (4-(2-Amino-7-chloro-4-quinolinyl)-N-cycloheptyl-1-piperazinecarboxamide). As a reaction SMILES: [CH:1]1([NH2:8])[CH2:7][CH2:6][CH2:5][CH2:4][CH2:3][CH2:2]1.Cl[C:10](OC1C=CC([N+]([O-])=O)=CC=1)=[O:11].C(N(C(C)C)CC)(C)C.[Cl:31][C:32]1[CH:41]=[C:40]2[C:35]([C:36]([N:43]3[CH2:48][CH2:47][NH:46][CH2:45][CH2:44]3)=[CH:37][C:38]([NH2:42])=[N:39]2)=[CH:34][CH:33]=1>>[NH2:42][C:38]1[CH:37]=[C:36]([N:43]2[CH2:48][CH2:47][N:46]([C:10]([NH:8][CH:1]3[CH2:7][CH2:6][CH2:5][CH2:4][CH2:3][CH2:2]3)=[O:11])[CH2:45][CH2:44]2)[C:35]2[C:40](=[CH:41][C:32]([Cl:31])=[CH:33][CH:34]=2)[N:39]=1. Procedure: As described for example 78, cycloheptylamine, 4-nitrophenyl chloroformate, diisopropyl(ethyl)amine, and 7-chloro-4-(1-piperazinyl)-2-quinolinamine are reacted to afford the product as a light yellow solid. LC-MS: 402 (M++1). 1H NMR (CDCl3) δ 7.75 (d, 1H), 7.62 (s, 1H), 7.15 (d, 1H), 6.15 (s, 1H), 4.78 (s, 2H), 4.40 (d, 1H), 3.90 (m, 1H), 3.60 (m, 4H), 3.10 (m, 4H), 1.95 (m, 2H) 1.40–1.65 (m, 10H). Starting materials: C=CCNS(=O)(=O)c1cc(C(=O)O)ccc1Cl, CN1CCNCC1, CN(C)C=O, Cl. The product is C=CCNS(=O)(=O)c1cc(C(=O)O)ccc1N1CCN(C)CC1, Cl. RXN SMILES: [CH2:1]([CH:2]=[CH2:3])[NH:4][S:5](=[O:6])(=[O:7])[c:8]1[cH:9][c:10]([C:11](=[O:12])[OH:13])[cH:14][cH:15][c:16]1[Cl:17].[CH3:18][N:19]1[CH2:20][CH2:21][NH:22][CH2:23][CH2:24]1.[CH3:26][N:27]([CH3:28])[CH:29]=[O:30].[ClH:25]>>[CH2:1]([CH:2]=[CH2:3])[NH:4][S:5](=[O:6])(=[O:7])[c:8]1[cH:9][c:10]([C:11](=[O:12])[OH:13])[cH:14][cH:15][c:16]1[N:22]1[CH2:21][CH2:20][N:19]([CH3:18])[CH2:24][CH2:23]1.[ClH:17].